Dataset: the Open Reaction Database (ORD), a public repository of structured organic reaction records. Task: describe an organic reaction: reactants, conditions, products, and yield The reactants are Cc1ccccc1, O=[N+]([O-])O. Yields the product Cc1ccccc1[N+](=O)[O-]. As a reaction SMILES: [CH3:1][c:2]1[cH:3][cH:4][cH:5][cH:6][cH:7]1.[OH:8][N+:9]([O-:10])=[O:11]>>[CH3:1][c:2]1[c:3]([N+:9](=[O:8])[O-:10])[cH:4][cH:5][cH:6][cH:7]1.